Dataset: the Open Reaction Database (ORD), a public repository of structured organic reaction records. Task: describe an organic reaction: reactants, conditions, products, and yield Reported procedure: Prepared according to the method described in Example 1(f) above from (R)-N2 -(diphenylacetyl)-(R)-N-(2-hydroxy-1-phenylethyl)ornithine amide hydrochloride (0.5 g; 1.12 mmol), N,N'-bis(Cbz)-S-methylisothiourea (0.603 g; 1.68 mmol), DiPEA (0.2 mL) and DMF (15 mL) yielding 0.351 g of sub-title compound. Reactants: Cl.C1(=CC=CC=C1)C(C(=O)N[C@H](CCCN)C(=O)N[C@@H](CO)C1=CC=CC=C1)C1=CC=CC=C1 ((R)-N2 -(diphenylacetyl)-(R)-N-(2-hydroxy-1-phenylethyl)ornithine amide hydrochloride), C(=O)(OCC1=CC=CC=C1)NC(SC)=NC(=O)OCC1=CC=CC=C1 (N,N'-bis(Cbz)-S-methylisothiourea), CCN(C(C)C)C(C)C (DiPEA). Run in CN(C)C=O (DMF). Isolated yield 59.8%. Yields the product Cl.C1(=CC=CC=C1)C(C(=O)N[C@H](CCCNC(N)=N)C(=O)N[C@@H](CO)C1=CC=CC=C1)C1=CC=CC=C1 ((R)-N2 -(Diphenylacetyl)-(R)-N-(2-hydroxy-1-phenylethyl)arginine amide hydrochloride). As a reaction SMILES: [ClH:1].[C:2]1([CH:8]([C:29]2[CH:34]=[CH:33][CH:32]=[CH:31][CH:30]=2)[C:9]([NH:11][C@@H:12]([C:17]([NH:19][C@H:20]([C:23]2[CH:28]=[CH:27][CH:26]=[CH:25][CH:24]=2)[CH2:21][OH:22])=[O:18])[CH2:13][CH2:14][CH2:15][NH2:16])=[O:10])[CH:7]=[CH:6][CH:5]=[CH:4][CH:3]=1.C([NH:45][C:46](=[N:49]C(OCC1C=CC=CC=1)=O)SC)(OCC1C=CC=CC=1)=O.CCN(C(C)C)C(C)C>CN(C=O)C>[ClH:1].[C:29]1([CH:8]([C:2]2[CH:3]=[CH:4][CH:5]=[CH:6][CH:7]=2)[C:9]([NH:11][C@@H:12]([C:17]([NH:19][C@H:20]([C:23]2[CH:24]=[CH:25][CH:26]=[CH:27][CH:28]=2)[CH2:21][OH:22])=[O:18])[CH2:13][CH2:14][CH2:15][NH:16][C:46](=[NH:45])[NH2:49])=[O:10])[CH:34]=[CH:33][CH:32]=[CH:31][CH:30]=1 |f:0.1,5.6|. Reactants: CC(=O)O, Cc1ccccc1, Cc1cc2c(s1)C(C(=O)O)CC2=O, Cl, O, [Zn]. The product is Cc1cc2c(s1)C(C(=O)O)CC2. Reaction SMILES: [CH3:1][C:2](=[O:3])[OH:4].[CH3:21][c:22]1[cH:23][cH:24][cH:25][cH:26][cH:27]1.[CH3:6][c:7]1[cH:8][c:9]2[c:10]([s:11]1)[CH:12]([C:16](=[O:17])[OH:18])[CH2:13][C:14]2=[O:15].[ClH:19].[OH2:5].[Zn:20]>>[CH3:6][c:7]1[cH:8][c:9]2[c:10]([s:11]1)[CH:12]([C:16](=[O:17])[OH:18])[CH2:13][CH2:14]2.